Dataset: the Open Reaction Database (ORD), a public repository of structured organic reaction records. Task: describe an organic reaction: reactants, conditions, products, and yield The reactants are CNC1=NC2=CC=C(C=C2C=N1)B1OC(C(O1)(C)C)(C)C (N-Methyl-6-(4,4,5,5-tetramethyl-1,3,2-dioxaborolan-2-yl)quinazolin-2-amine), CN(C)C=O (DMF), IC1=C(C=CC=2C(=NSC21)N)C (7-iodo-6-methylbenzo[d]isothiazol-3-amine), C([O-])([O-])=O.[Na+].[Na+] (sodium carbonate). Reagents/catalysts: Cl[Pd]([P](C1=CC=CC=C1)(C2=CC=CC=C2)C3=CC=CC=C3)([P](C4=CC=CC=C4)(C5=CC=CC=C5)C6=CC=CC=C6)Cl (dichlorobis(triphenyl-phosphine)palladium (II)). The solvent is O (water), O (water). Reaction conditions: temperature 150 celsius. Product: NC1=NSC2=C1C=CC(=C2C=2C=C1C=NC(=NC1=CC2)NC)C (6-(3-amino-6-methylbenzo[d]isothiazol-7-yl)-N-methylquinazolin-2-amine). As a reaction SMILES: [CH3:1][NH:2][C:3]1[N:12]=[CH:11][C:10]2[C:5](=[CH:6][CH:7]=[C:8](B3OC(C)(C)C(C)(C)O3)[CH:9]=2)[N:4]=1.I[C:23]1[C:31]2[S:30][N:29]=[C:28]([NH2:32])[C:27]=2[CH:26]=[CH:25][C:24]=1[CH3:33].C(=O)([O-])[O-].[Na+].[Na+].CN(C=O)C>O.Cl[Pd](Cl)([P](C1C=CC=CC=1)(C1C=CC=CC=1)C1C=CC=CC=1)[P](C1C=CC=CC=1)(C1C=CC=CC=1)C1C=CC=CC=1>[NH2:32][C:28]1[C:27]2[CH:26]=[CH:25][C:24]([CH3:33])=[C:23]([C:8]3[CH:9]=[C:10]4[C:5](=[CH:6][CH:7]=3)[N:4]=[C:3]([NH:2][CH3:1])[N:12]=[CH:11]4)[C:31]=2[S:30][N:29]=1 |f:2.3.4,^1:48,67|. Reported procedure: N-Methyl-6-(4,4,5,5-tetramethyl-1,3,2-dioxaborolan-2-yl)quinazolin-2-amine (0.42 g, 1.5 mmol), 7-iodo-6-methylbenzo[d]isothiazol-3-amine (0.39 g, 1.3 mmol), dichlorobis(triphenyl-phosphine)palladium (II) (0.047 g, 0.067 mmol) and sodium carbonate (0.14 g, 1.3 mmol) were all placed in a clear microwave vial along with 5 ml of 9:1 DMF:water. The vial was capped and heated in a Personal Chemistry SmithSynthesizer to 150° C. for 10 minutes. The reaction was diluted with water and extracted with EtAO... Starting materials: O=C(O)C(=O)O, CCOCC, CN(C)Cc1ccc(CS)o1, CO, [Na+], [Na+], [Na+], [Na+], O=C([O-])[O-], O, O=[N+]([O-])C=C(NCCO)N1CC1, O=S([O-])S(=O)[O-]. Yields the product CN(C)Cc1ccc(CSCCNC(=C[N+](=O)[O-])NCCO)o1. Reaction SMILES: [C:7]([OH:8])(=[O:9])[C:10]([OH:11])=[O:12].[CH2:47]([O:48][CH2:49][CH3:50])[CH3:51].[CH3:13][N:14]([CH3:15])[CH2:16][c:17]1[cH:18][cH:19][c:20]([CH2:22][SH:23])[o:21]1.[CH3:45][OH:46].[Na+:1].[Na+:2].[Na+:30].[Na+:31].[O-:3][C:4](=[O:5])[O-:6].[OH2:44].[OH:32][CH2:33][CH2:34][NH:35][C:36]([N:37]1[CH2:38][CH2:39]1)=[CH:40][N+:41](=[O:42])[O-:43].[S:24]([S:25]([O-:26])=[O:27])([O-:28])=[O:29]>>[CH3:13][N:14]([CH3:15])[CH2:16][c:17]1[cH:18][cH:19][c:20]([CH2:22][S:23][CH2:39][CH2:38][NH:37][C:36]([NH:35][CH2:34][CH2:33][OH:32])=[CH:40][N+:41](=[O:42])[O-:43])[o:21]1. The reactants are NC1=NC(c2ccncc2)(c2cccc(Br)c2)c2ccccc21, O=C([O-])[O-], COCCOC, CCO, CC1(C)OB(c2cncc(F)c2)OC1(C)C, [K+], [K+], O. The product is NC1=NC(c2ccncc2)(c2cccc(-c3cncc(F)c3)c2)c2ccccc21. As a reaction SMILES: [Br:1][c:2]1[cH:3][c:4]([C:8]2([c:18]3[cH:19][cH:20][n:21][cH:22][cH:23]3)[N:9]=[C:10]([NH2:17])[c:11]3[cH:12][cH:13][cH:14][cH:15][c:16]32)[cH:5][cH:6][cH:7]1.[C:40](=[O:41])([O-:42])[O-:43].[CH2:46]([CH2:47][O:48][CH3:49])[O:50][CH3:51].[CH3:52][CH2:53][OH:54].[F:24][c:25]1[cH:26][n:27][cH:28][c:29]([B:31]2[O:32][C:33]([CH3:34])([CH3:35])[C:36]([CH3:37])([CH3:38])[O:39]2)[cH:30]1.[K+:44].[K+:45].[OH2:55]>>[c:2]1(-[c:29]2[cH:28][n:27][cH:26][c:25]([F:24])[cH:30]2)[cH:3][c:4]([C:8]2([c:18]3[cH:19][cH:20][n:21][cH:22][cH:23]3)[N:9]=[C:10]([NH2:17])[c:11]3[cH:12][cH:13][cH:14][cH:15][c:16]32)[cH:5][cH:6][cH:7]1. Starting materials: OC=1C=C2C=CC(=CC2=CC1)C(=C1C2CC3CC(CC1C3)C2)OC (6-hydroxy-2-(methoxytricyclo[3.3.1.13,7 ]dec-2-ylidene-methyl)naphthalene), P(=O)(OC)(Cl)Cl (methyl dichlorophosphate), COC1=CC(=C(CO)C=C1OC)[N+](=O)[O-] (4,5-dimethoxy 2-nitrobenzyl alcohol), OC1=CC(=CC=C1)C(=C1C2CC3CC(CC1C3)C2)OC (1-hydroxy-3-(methoxytricyclo[3.3.1.13,7 ]dec-2-ylidenemethyl)benzene), C1=CC=CC2=CC=CC=C12 (naphthalene). Solvent: N1=CC=CC=C1 (pyridine), N1=CC=CC=C1 (pyridine), C1=CC=CC=C1 (benzene). Yields the product P(=O)(OCC1=C(C=C(C(=C1)OC)OC)[N+](=O)[O-])(OC1=CC(=CC=C1)C(=C1C2CC3CC(CC1C3)C2)OC)[O-].[NH+]2=CC=CC=C2 (pyridinium 4,5-dimethoxy-2-nitrobenzyl 3-(methoxytricyclo[3.3.1.13,7 ]dec-2-ylidenemethyl)phenyl phosphate). As a reaction SMILES: OC1C=C2C(=CC=1)C=C(C(OC)=C1C3CC4CC(CC1C4)C3)C=C2.C1C2C(=CC=CC=2)C=CC=1.[OH:35][C:36]1[CH:41]=[CH:40][CH:39]=[C:38]([C:42]([O:53][CH3:54])=[C:43]2[CH:50]3[CH2:51][CH:46]4[CH2:47][CH:48]([CH2:52][CH:44]2[CH2:45]4)[CH2:49]3)[CH:37]=1.[P:55](Cl)(Cl)([O:57]C)=[O:56].[CH3:61][O:62][C:63]1[C:70]([O:71][CH3:72])=[CH:69][C:66]([CH2:67][OH:68])=[C:65]([N+:73]([O-:75])=[O:74])[CH:64]=1>N1C=CC=CC=1.C1C=CC=CC=1>[P:55]([O-:57])([O:35][C:36]1[CH:41]=[CH:40][CH:39]=[C:38]([C:42]([O:53][CH3:54])=[C:43]2[CH:44]3[CH2:52][CH:48]4[CH2:47][CH:46]([CH2:51][CH:50]2[CH2:49]4)[CH2:45]3)[CH:37]=1)([O:68][CH2:67][C:66]1[CH:69]=[C:70]([O:71][CH3:72])[C:63]([O:62][CH3:61])=[CH:64][C:65]=1[N+:73]([O-:75])=[O:74])=[O:56].[NH+:73]1[CH:63]=[CH:70][CH:69]=[CH:66][CH:65]=1 |f:7.8|. Procedure: The procedure for the preparation of 6-hydroxy-2-(methoxytricyclo[3.3.1.13,7 ]dec-2-ylidene-methyl)naphthalene (Edwards, B., Sparks, A., Voyta, J. C., Strong, R., Murphy, O., Bronstein, I., J. Org. Chem., 55, 6225-6229 (1990) and (U.S. Pat. No. 5,538,847, issued Jul. 23, 1996)), was followed to prepare both the naphthalene and benzene derivatives (Scheme 4). Subsequent phosphorylation of 1-hydroxy-3-(methoxytricyclo[3.3.1.13,7 ]dec-2-ylidenemethyl)benzene with methyl dichlorophosphate in pyridin...